Dataset: the Open Reaction Database (ORD), a public repository of structured organic reaction records. Task: describe an organic reaction: reactants, conditions, products, and yield The reactants are C(C)(C)(C)OC(=O)N[C@H](C(=O)O)C(C)(C)C (2(S)-tert-butoxycarbonylamino-3,3-dimethyl-butyric acid), C(CCl)Cl (EDC), FC1=C(C(=C(C(=C1O)F)F)F)F (Pentafluorophenol), CN1CCOCC1 (NMM). The solvent is CCOC(=O)C (EtOAc), CCOC(=O)C (EtOAc). Conditions: temperature 0 celsius, time 8 hour. Product: FC1=C(C(=C(C(=C1OC([C@H](C(C)(C)C)NC(=O)OC(C)(C)C)=O)F)F)F)F (2(S)-tert-Butoxycarbonylamino-3,3-dimethyl-butyric Acid Pentafluorophenyl Ester). Yield: 70.4%. RXN SMILES: [F:1][C:2]1[C:7]([OH:8])=[C:6]([F:9])[C:5]([F:10])=[C:4]([F:11])[C:3]=1[F:12].[C:13]([O:17][C:18]([NH:20][C@@H:21]([C:25]([CH3:28])([CH3:27])[CH3:26])[C:22](O)=[O:23])=[O:19])([CH3:16])([CH3:15])[CH3:14].CN1CCOCC1.C(Cl)CCl>CCOC(C)=O>[F:1][C:2]1[C:7]([O:8][C:22](=[O:23])[C@@H:21]([NH:20][C:18]([O:17][C:13]([CH3:16])([CH3:15])[CH3:14])=[O:19])[C:25]([CH3:28])([CH3:27])[CH3:26])=[C:6]([F:9])[C:5]([F:10])=[C:4]([F:11])[C:3]=1[F:12]. Reported procedure: Pentafluorophenol (8.75 g, 47.5 mmol) dissolved in EtOAc (5 mL) was added to a solution of 2(S)-tert-butoxycarbonylamino-3,3-dimethyl-butyric acid (10 g, 43 mmol) in EtOAC (35 mL) and the mixture cooled to 0° C. NMM (4.75 mL, 43 mmol) followed by EDC (9.12 g, 47.6 mmol) were added to this cooled solution and the reaction mixture was then allowed to warm to room temperature and stirred overnight. The reaction mixture was then diluted with EtOAc (200 mL) and washed with 1M HCl (2×200 mL), 1M Na2CO...